From a dataset of the Open Reaction Database (ORD), a public repository of structured organic reaction records. describe an organic reaction: reactants, conditions, products, and yield Reactants: ClC1=NC(=NC=C1C(F)(F)F)NC1=CC=C(CP(OCC)(OCC)=O)C=C1 (diethyl (4-{[4-chloro-5-(trifluoromethyl)pyrimidin-2-yl]amino}benzyl)phosphonate), C(=O)(O)[O-].[Na+] (NaHCO3), NC=1C=CC=C2C(N(C(C12)=O)C)C (7-amino-2,3-dimethyl-2,3-dihydro-1H-isoindol-1-one), NC=1C=CC=C2C(N(C(C12)=O)C)C (7-amino-2,3-dimethyl-2,3-dihydro-1H-isoindol-1-one). Yields the product CC1N(C(C2=C(C=CC=C12)NC1=NC(=NC=C1C(F)(F)F)NC1=CC=C(CP(OCC)(OCC)=O)C=C1)=O)C (Diethyl [4-({4-[(1,2-dimethyl-3-oxo-2,3-dihydro-1H-isoindol-4-yl)amino]-5-(trifluoromethyl)pyrimidin-2-yl}amino)benzyl]phosphonate). The yield is 66.5%. As a reaction SMILES: Cl[C:2]1[C:7]([C:8]([F:11])([F:10])[F:9])=[CH:6][N:5]=[C:4]([NH:12][C:13]2[CH:27]=[CH:26][C:16]([CH2:17][P:18](=[O:25])([O:22][CH2:23][CH3:24])[O:19][CH2:20][CH3:21])=[CH:15][CH:14]=2)[N:3]=1.[NH2:28][C:29]1[CH:30]=[CH:31][CH:32]=[C:33]2[C:37]=1[C:36](=[O:38])[N:35]([CH3:39])[CH:34]2[CH3:40].C([O-])(O)=O.[Na+]>>[CH3:40][CH:34]1[C:33]2[C:37](=[C:29]([NH:28][C:2]3[C:7]([C:8]([F:10])([F:9])[F:11])=[CH:6][N:5]=[C:4]([NH:12][C:13]4[CH:14]=[CH:15][C:16]([CH2:17][P:18](=[O:25])([O:22][CH2:23][CH3:24])[O:19][CH2:20][CH3:21])=[CH:26][CH:27]=4)[N:3]=3)[CH:30]=[CH:31][CH:32]=2)[C:36](=[O:38])[N:35]1[CH3:39] |f:2.3|. Procedure details: The title compound was prepared according to the procedure from Example 102 using diethyl (4-{[4-chloro-5-(trifluoromethyl)pyrimidin-2-yl]amino}benzyl)phosphonate (179.0 mg, 0.4224 mmol) and 7-amino-2,3-dimethyl-2,3-dihydro-1H-isoindol-1-one (Compound 157A, 83.7 mg, 0.475 mmol). The reaction mixture was poured into a separatory funnel containing saturated NaHCO3 and was extracted with EtOAc. The combined organic layers were washed with brine, dried over anhydrous Na2SO4, filtered, and concentrat... Starting materials: COC1=CC=C(C=N1)C#N (6-methoxy-3-pyridinecarbonitrile), COC1=CC=C(C(=N1)C)C#N (6-methoxy-2-methyl-3-pyridinecarbonitrile), COC(C)(N(C)C)OC (dimethylacetamide dimethyl acetal), CN(C=O)C (dimethylformamide). The solvent is CO (methanol). Run at temperature 130 celsius, time 45 minute. Yields the product CN(C(=CC1=NC(=CC=C1C#N)OC)C)C (2-[2-(dimethylamino)-1-propenyl]-6-methoxy-3-pyridinecarbonitrile). As a reaction SMILES: COC1N=CC(C#N)=CC=1.[CH3:11][O:12][C:13]1[N:18]=[C:17]([CH3:19])[C:16]([C:20]#[N:21])=[CH:15][CH:14]=1.CO[C:24](OC)([N:26]([CH3:28])[CH3:27])[CH3:25].CN(C)C=O>CO>[CH3:27][N:26]([CH3:28])[C:24]([CH3:25])=[CH:19][C:17]1[C:16]([C:20]#[N:21])=[CH:15][CH:14]=[C:13]([O:12][CH3:11])[N:18]=1. Procedure: 2-2-(Dimethylamino)-1-propenyl]-6-methoxy-3-pyridinecarbonitrile--A mixture containing 47.2 g of 6-methoxy-2-methyl-3-pyridinecarbonitrile, 100 ml of dimethylacetamide dimethyl acetal and 100 ml of dimethylformamide was heated with stirring in an oil bath at 130° C. for 1 hour and 45 minutes. The temperature of the oil bath was raised to 150° C. and the methanol formed by the reaction was distilled off using a 12" distillation column (Vigreux) while continuing the heating at 150° C. for 14 hours...